From a dataset of the Open Reaction Database (ORD), a public repository of structured organic reaction records. describe an organic reaction: reactants, conditions, products, and yield Yields the product O=C(Nc1ccncc1)Nc1c(Cl)cccc1Cl. The reactants are Cc1ccccc1, O=C=Nc1c(Cl)cccc1Cl, Nc1ccncc1. RXN SMILES: [CH3:19][c:20]1[cH:21][cH:22][cH:23][cH:24][cH:25]1.[Cl:8][c:9]1[c:10]([N:16]=[C:17]=[O:18])[c:11]([Cl:15])[cH:12][cH:13][cH:14]1.[NH2:1][c:2]1[cH:3][cH:4][n:5][cH:6][cH:7]1>>[NH:1]([c:2]1[cH:3][cH:4][n:5][cH:6][cH:7]1)[C:17]([NH:16][c:10]1[c:9]([Cl:8])[cH:14][cH:13][cH:12][c:11]1[Cl:15])=[O:18]. Reactants: Clc1ncc(I)c(Cl)n1, CC(N)CO. Yields the product CC(CO)Nc1nc(Cl)ncc1I. RXN SMILES: [Cl:1][c:2]1[n:3][cH:4][c:5]([I:9])[c:6]([Cl:8])[n:7]1.[NH2:10][CH:11]([CH2:12][OH:13])[CH3:14]>>[Cl:1][c:2]1[n:3][cH:4][c:5]([I:9])[c:6]([NH:10][CH:11]([CH2:12][OH:13])[CH3:14])[n:7]1. Starting materials: CN(C=O)C (N,N-dimethylformamide), N1C=CC2=CC=CC=C12 (Indole), C(C)(C)(C)[Li] (tert-butyllithium), C(=O)=O (Carbon dioxide), C(CCC)[Li] (n-butyllithium). Solvent: C(C)OCC (Diethyl ether), O (Water), C1CCOC1 (THF), C1CCOC1 (THF), C1CCOC1 (THF). Run at temperature -78 celsius, time 30 minute. Product: N1C(=CC2=CC=CC=C12)C=O (Indole 2-carboxaldehyde). The yield is 58.0%. RXN SMILES: [NH:1]1[C:9]2[C:4](=[CH:5][CH:6]=[CH:7][CH:8]=2)[CH:3]=[CH:2]1.C([Li])CCC.[C:15](=O)=[O:16].C([Li])(C)(C)C.CN(C)C=O>C1COCC1.C(OCC)C.O>[NH:1]1[C:9]2[C:4](=[CH:5][CH:6]=[CH:7][CH:8]=2)[CH:3]=[C:2]1[CH:15]=[O:16]. Procedure details: Indole (74) (1.00 g, 8.54 mmol) was dissolved in 50 mL of dry THF. The resulting solution was cooled at −78° C. A solution of 2.5 M of n-butyllithium (3.80 mL, 9.39 mmol) was slowly added to the THF solution and was stirred for 30 min. Carbon dioxide was passed through the reaction mixture over 10 min. The resulting solution was allowed to warm to room temperature. The excess of carbon dioxide was removed under reduced pressure while the solution was concentrated to 25 mL. 50 mL of dry THF was a... Reactants: COc1ccc(P2(=S)SP(=S)(c3ccc(OC)cc3)S2)cc1, Cc1ccccc1, Cc1ccc(F)cc1C1NC(=O)CC(c2cccc(Cl)c2)C12C(=O)Nc1cc(Cl)ccc12. The product is Cc1ccc(F)cc1C1NC(=S)CC(c2cccc(Cl)c2)C12C(=O)Nc1cc(Cl)ccc12. As a reaction SMILES: [CH3:33][O:34][c:35]1[cH:36][cH:37][c:38]([P:39]2(=[S:40])[S:41][P:43](=[S:44])([c:45]3[cH:46][cH:47][c:48]([O:49][CH3:50])[cH:51][cH:52]3)[S:42]2)[cH:53][cH:54]1.[CH3:55][c:56]1[cH:57][cH:58][cH:59][cH:60][cH:61]1.[Cl:1][c:2]1[cH:3][cH:4][c:5]2[c:9]([cH:10]1)[NH:8][C:7](=[O:11])[C:6]21[CH:12]([c:25]2[c:26]([CH3:32])[cH:27][cH:28][c:29]([F:31])[cH:30]2)[NH:13][C:14](=[O:24])[CH2:15][CH:16]1[c:17]1[cH:18][c:19]([Cl:23])[cH:20][cH:21][cH:22]1>>[Cl:1][c:2]1[cH:3][cH:4][c:5]2[c:9]([cH:10]1)[NH:8][C:7](=[O:11])[C:6]21[CH:12]([c:25]2[c:26]([CH3:32])[cH:27][cH:28][c:29]([F:31])[cH:30]2)[NH:13][C:14](=[S:42])[CH2:15][CH:16]1[c:17]1[cH:18][c:19]([Cl:23])[cH:20][cH:21][cH:22]1. The reactants are BrC=1C=C(C=C2CCCC12)C(=O)O (7-Bromoindane-5-carboxylic acid), C(C(=O)Cl)(=O)Cl (oxalylchloride), C(Cl)Cl (CH2Cl2), [NH4+].[OH-] (NH4OH). The solvent is CN(C)C=O (DMF), C(C)O (ethanol). Product: BrC=1C=C(C=C2CCCC12)C(=O)N (7-bromoindane-5-carboxamide). Yield: 68.0%. As a reaction SMILES: [Br:1][C:2]1[CH:3]=[C:4]([C:11]([OH:13])=O)[CH:5]=[C:6]2[C:10]=1[CH2:9][CH2:8][CH2:7]2.C(Cl)(=O)C(Cl)=O.C(Cl)Cl.[NH4+:23].[OH-]>C(O)C.CN(C=O)C>[Br:1][C:2]1[CH:3]=[C:4]([C:11]([NH2:23])=[O:13])[CH:5]=[C:6]2[C:10]=1[CH2:9][CH2:8][CH2:7]2 |f:3.4|. Procedure: 7-Bromoindane-5-carboxylic acid (2.9 g, 12 mmol) and oxalylchloride (2.0 g, 16 mmol) were mixed with CH2Cl2 (50 mL) whereupon DMF (100 mg) was added. After 1 h at room temperature the mixture was poured into a mixture of concentrated NH4OH aq (20 mL) and ethanol (100 mL). The volatiles were removed by evaporation and the residue partitioned between ethyl acetate (100 mL) and water (50 mL). The organic layer was washed with brine and then dried over Na2SO4. The solvent was removed by evaporation ... The reactants are [H-].[Na+] (NaH), CN(C1=CC(=C(C=C1)C1=CC=C(C=C1)[C@@]1(C[C@H](N(C1)C(=O)OCC[Si](C)(C)C)C(=O)OC)O)C=C)C ((2S,4R)-2-methyl 1-(2-(trimethylsilyl)ethyl) 4-(4′-(dimethylamino)-2′-vinylbiphenyl-4-yl)-4-hydroxypyrrolidine-1,2-dicarboxylate), CI (methyl iodide). Solvent: CN(C)C=O (DMF). The product is CN(C1=CC(=C(C=C1)C1=CC=C(C=C1)[C@@]1(C[C@H](N(C1)C(=O)OCC[Si](C)(C)C)C(=O)OC)OC)C=C)C ((2S,4R)-2-methyl 1-(2-(trimethylsilyl)ethyl) 4-(4′-(dimethylamino)-2′-vinylbiphenyl-4-yl)-4-methoxypyrrolidine-1,2-dicarboxylate). The yield is 68.1%. As a reaction SMILES: [H-].[Na+].[CH3:3][N:4]([CH3:38])[C:5]1[CH:10]=[CH:9][C:8]([C:11]2[CH:16]=[CH:15][C:14]([C@@:17]3([OH:35])[CH2:21][N:20]([C:22]([O:24][CH2:25][CH2:26][Si:27]([CH3:30])([CH3:29])[CH3:28])=[O:23])[C@H:19]([C:31]([O:33][CH3:34])=[O:32])[CH2:18]3)=[CH:13][CH:12]=2)=[C:7]([CH:36]=[CH2:37])[CH:6]=1.[CH3:39]I>CN(C=O)C>[CH3:38][N:4]([CH3:3])[C:5]1[CH:10]=[CH:9][C:8]([C:11]2[CH:12]=[CH:13][C:14]([C@@:17]3([O:35][CH3:39])[CH2:21][N:20]([C:22]([O:24][CH2:25][CH2:26][Si:27]([CH3:29])([CH3:30])[CH3:28])=[O:23])[C@H:19]([C:31]([O:33][CH3:34])=[O:32])[CH2:18]3)=[CH:15][CH:16]=2)=[C:7]([CH:36]=[CH2:37])[CH:6]=1 |f:0.1|. Procedure: NaH (60% in oil) (46 mg, 1.163 mmol) was added to a solution of (2S,4R)-2-methyl 1-(2-(trimethylsilyl)ethyl) 4-(4′-(dimethylamino)-2′-vinylbiphenyl-4-yl)-4-hydroxypyrrolidine-1,2-dicarboxylate (330 mg, 0.646 mmol) and methyl iodide (0.073 mL, 1.163 mmol) at 0° C. in DMF and stirred at this temperature and allowed to warm up to r.t. overnight. The reaction was then quenched with saturated NH4Cl solution and ether. The ether layer was washed with brine, dried, filtered and evaporated to give crude... Starting materials: FC1=CC2=C(N(C(CO2)=O)C)C=C1C(=O)O (7-Fluoro-4-methyl-3-oxo-3,4-dihydro-2H-benzo[1,4]oxazine-6-carboxylic acid), C(=O)(N1C=NC=C1)N1C=NC=C1 (1,1′-carbonyldiimidazole), [H-].[Na+] (Sodium hydride), ice water, [Cl-].[NH4+] (ammonium chloride), COC(CC1=C(C=CC(=C1)OC)Cl)=O ((2-chloro-5-methoxy-phenyl)-acetic acid methyl ester). Run in CN(C=O)C (N,N-dimethylformamide). Reaction conditions: temperature 50 celsius, time 90 minute. The product is ClC1=C(C=CC(=C1)OC)CC(=O)C=1C(=CC2=C(N(C(CO2)=O)C)C1)F (6-[2-(2-Chloro-4-methoxy-phenyl)-acetyl]-7-fluoro-4-methyl-4H-benzo[1,4]oxazin-3-one). The yield is 10.4%. RXN SMILES: [F:1][C:2]1[C:13](C(O)=O)=[CH:12][C:5]2[N:6]([CH3:11])[C:7](=[O:10])[CH2:8][O:9][C:4]=2[CH:3]=1.[C:17](N1C=CN=C1)(N1C=CN=C1)=[O:18].CO[C:31](=[O:42])[CH2:32][C:33]1[CH:38]=[C:37](OC)[CH:36]=[CH:35][C:34]=1[Cl:41].[H-].[Na+].[Cl-].[NH4+]>CN(C)C=O>[Cl:41][C:34]1[CH:35]=[C:36]([O:18][CH3:17])[CH:37]=[CH:38][C:33]=1[CH2:32][C:31]([C:13]1[C:2]([F:1])=[CH:3][C:4]2[O:9][CH2:8][C:7](=[O:10])[N:6]([CH3:11])[C:5]=2[CH:12]=1)=[O:42] |f:3.4,5.6|. Procedure details: To a solution of 7-fluoro-4-methyl-3-oxo-3,4-dihydro-2H-benzo[1,4]oxazine-6-carboxylic acid (Example 136, step 2, 1.98 g) in N,N-dimethylformamide (66 ml) was added 1,1′-carbonyldiimidazole (1.43 g). The mixture was stirred at 50° C. for 90 min. The mixture was cooled to −10° C. and (2-chloro-5-methoxy-phenyl)-acetic acid methyl ester (1.8 g) was added. Sodium hydride (60% dispersion in mineral oil, 1.12 g) was added portionwise over 30 min. The mixture was slowly warmed to room temperature and ...